From a dataset of the Open Reaction Database (ORD), a public repository of structured organic reaction records. describe an organic reaction: reactants, conditions, products, and yield Reactants: S(=O)(=O)(C)Cl (mesyl chloride), OCC1CCC(CC1)(C(=O)OCC=C)C (allyl 4-hydroxymethyl-1-methyl-1-cyclohexanecarboxylate), Cl (hydrochloric acid). The solvent is N1=CC=CC=C1 (pyridine). Yields the product S(=O)(=O)(C)OCC1CCC(CC1)(C(=O)OCC=C)C (allyl 4-mesyloxymethyl-1-methyl-1-cyclohexanecarboxylate). As a reaction SMILES: [S:1](Cl)([CH3:4])(=[O:3])=[O:2].[OH:6][CH2:7][CH:8]1[CH2:13][CH2:12][C:11]([CH3:20])([C:14]([O:16][CH2:17][CH:18]=[CH2:19])=[O:15])[CH2:10][CH2:9]1.Cl>N1C=CC=CC=1>[S:1]([O:6][CH2:7][CH:8]1[CH2:13][CH2:12][C:11]([CH3:20])([C:14]([O:16][CH2:17][CH:18]=[CH2:19])=[O:15])[CH2:10][CH2:9]1)([CH3:4])(=[O:3])=[O:2]. Reported procedure: 4.5 ml of mesyl chloride was added to a solution of 2.1 g of allyl 4-hydroxymethyl-1-methyl-1-cyclohexanecarboxylate (Example 44) in 50 ml of pyridine. The solution was reacted for 3 hours at room temperature. After reaction, 100 ml of 2N hydrochloric acid was added to the reaction solution. The solution was extracted three times with 30 ml of ethyl acetate. The organic layer obtained was washed once with an aqueous sodium hydrogencarbonate solution and twice with an aqueous sodium chloride solu... Starting materials: O[C@@H]1CN(C[C@H]1O)C(=O)OCC1=CC=CC=C1 (benzyl (3R,4R)-3,4-dihydroxypyrrolidine-1-carboxylate), [H-].[Na+] (NaH), CI (CH3I). Run in C1CCOC1 (THF). Reaction conditions: time 15 minute. Product: O[C@@H]1CN(C[C@H]1OC)C(=O)OCC1=CC=CC=C1 (Benzyl (3R,4R)-3-hydroxy-4-methoxypyrrolidine-1-carboxylate). Isolated yield 27.7%. RXN SMILES: [OH:1][C@H:2]1[C@H:6]([OH:7])[CH2:5][N:4]([C:8]([O:10][CH2:11][C:12]2[CH:17]=[CH:16][CH:15]=[CH:14][CH:13]=2)=[O:9])[CH2:3]1.[H-].[Na+].[CH3:20]I>C1COCC1>[OH:1][C@H:2]1[C@H:6]([O:7][CH3:20])[CH2:5][N:4]([C:8]([O:10][CH2:11][C:12]2[CH:17]=[CH:16][CH:15]=[CH:14][CH:13]=2)=[O:9])[CH2:3]1 |f:1.2|. Procedure details: To a solution of benzyl (3R,4R)-3,4-dihydroxypyrrolidine-1-carboxylate (3.81 g, 16.1 mmol) in 60 mL THF was added NaH (0.803 g, 20.07 mmol). The reaction mixture was stirred at room temperature for 15 min, CH3I (2.0 mL, 32.2 mmol) was added and stirred at room temperature overnight. The reaction mixture was quenched with H2O (80 mL) and extracted with EtOAc (2×100 mL). The organic layer was dried and concentrated. The residue was purified by flash column chromatography (1˜2% CH3OH in CH2Cl2) to ... As a reaction SMILES: Cl.[OH:2][C@@H:3]([CH2:21][CH2:22][CH2:23][CH2:24][CH3:25])[CH:4]=[CH:5][CH:6]1[CH:10]=[CH:9][C:8](=[O:11])[CH:7]1[CH2:12][CH:13]=[CH:14][CH2:15][CH2:16][CH2:17][C:18]([OH:20])=[O:19]>C(O)C>[OH:2][C@@H:3]([CH2:21][CH2:22][CH2:23][CH2:24][CH3:25])[CH:4]=[CH:5][CH:6]1[CH2:10][CH2:9][C:8](=[O:11])[CH:7]1[CH2:12][CH:13]=[CH:14][CH2:15][CH2:16][CH2:17][C:18]([OH:20])=[O:19]. Conditions: time 25 hour. Run in C(C)O (ethanol), C(C)O (ethanol). Reported procedure: After 25 hours of growth, the pH of the flasks is adjusted to 6.7 with 5 N HCl. Forty mg. of 7-(2-[(3S)-3-hydroxy-1-octenyl]-5-oxo-3-cyclopenten-1-yl)-5-heptenoic acid diluted in 2 ml. of ethanol is added to each one liter flask, and 20 mg. in one ml. of ethanol is added to the single 500 ml. flask. The flasks are put under N2 and incubated as above. Following 22.5 hours of shaking, the flasks are harvested. The mixture is filtered and the filtrate acidified with acetic acid and extracted with e... The reactants are Cl (HCl), O[C@H](C=CC1C(C(C=C1)=O)CC=CCCCC(=O)O)CCCCC (7-(2-[(3S)-3-hydroxy-1-octenyl]-5-oxo-3-cyclopenten-1-yl)-5-heptenoic acid). Product: O[C@H](C=CC1C(C(CC1)=O)CC=CCCCC(=O)O)CCCCC (7-(2-[(3S)-3-Hydroxy-1-Octenyl]-5-Oxo-Cyclopentyl)-5-Heptenoic Acid). The reactants are C1CCOC1 (THF), [BH4-].[Na+] (NaBH4), C(C)(C)(C)OC(=O)C1=CC=C(C=C1)C(C(=O)OC)C(=O)OC (dimethyl [4-(tert-butoxycarbonyl)phenyl]malonate). Run in CO (MeOH), CO (MeOH). Reaction conditions: time 2 hour. Yields the product OCC(CO)C1=CC=C(C(=O)OC(C)(C)C)C=C1 (tert-butyl 4-[2-hydroxy-1-(hydroxymethyl)ethyl]benzoate). As a reaction SMILES: [BH4-].[Na+].[C:3]([O:7][C:8]([C:10]1[CH:15]=[CH:14][C:13]([CH:16]([C:21](OC)=[O:22])[C:17](OC)=[O:18])=[CH:12][CH:11]=1)=[O:9])([CH3:6])([CH3:5])[CH3:4].C1COCC1>CO>[OH:18][CH2:17][CH:16]([C:13]1[CH:14]=[CH:15][C:10]([C:8]([O:7][C:3]([CH3:4])([CH3:6])[CH3:5])=[O:9])=[CH:11][CH:12]=1)[CH2:21][OH:22] |f:0.1|. Procedure details: To a solution of NaBH4 (1.23 g, 32.4 mmol) in MeOH (20 ml) was added a solution of dimethyl [4-(tert-butoxycarbonyl)phenyl]malonate (2.00 g, 6.49 mmol) in 3:2 MeOH:THF (18 mL). The reaction was stirred at room temperature for 2 h. It was then quenched with saturated NH4Cl and extracted with EtOAc (2×). The combined organic layers were washed with brine, dried (MgSO4), and evaporated. Flash chromatography (0-10% MeOH/CH2Cl2) afforded tert-butyl 4-[2-hydroxy-1-(hydroxymethyl)ethyl]benzoate as a co... Starting materials: COc1ccc2c(c1C)C1CCCNC1C2, O=C(O)c1ccc2[nH]cnc2c1. The product is COc1ccc2c(c1C)C1CCCN(C(=O)c3ccc4[nH]cnc4c3)C1C2. Reaction SMILES: [CH3:13][O:14][c:15]1[cH:16][cH:17][c:18]2[c:26]([c:27]1[CH3:28])[CH:25]1[CH:20]([CH2:19]2)[NH:21][CH2:22][CH2:23][CH2:24]1.[nH:1]1[cH:2][n:3][c:4]2[c:5]1[cH:6][cH:7][c:8]([C:10](=[O:11])[OH:12])[cH:9]2>>[nH:1]1[cH:2][n:3][c:4]2[c:5]1[cH:6][cH:7][c:8]([C:10](=[O:12])[N:21]1[CH:20]3[CH2:19][c:18]4[cH:17][cH:16][c:15]([O:14][CH3:13])[c:27]([CH3:28])[c:26]4[CH:25]3[CH2:24][CH2:23][CH2:22]1)[cH:9]2. Starting materials: ClC1=CC(=C(C=C1)C1=NC=NC2=CC(=CC=C12)S(=O)(=O)OC1=C(C(=C(C(=C1F)F)F)F)F)OC (perfluorophenyl 4-(4-chloro-2-methoxyphenyl)quinazoline-7-sulfonate), S1N=CN=C1N (1,2,4-thiadiazol-5-amine), S1C(=NN=C1)N (1,3,4-thiadiazol-2-amine), ClC1=C(C=C(C(=C1)C1=NC=NC2=CC(=CC=C12)S(=O)(=O)OC1=C(C(=C(C(=C1F)F)F)F)F)OC)C1=CC(=CC=C1)F (perfluorophenyl 4-(2-chloro-3′-fluoro-5-methoxy-[1,1′-biphenyl]-4-yl)quinazoline-7-sulfonate). Yields the product ClC1=CC(=C(C=C1)C1=NC=NC2=CC(=CC=C12)S(=O)(=O)NC=1SC=NN1)OC (4-(4-chloro-2-methoxyphenyl)-N-(1,3,4-thiadiazol-2-yl)quinazoline-7-sulfonamide). As a reaction SMILES: [Cl:1][C:2]1[CH:7]=[CH:6][C:5]([C:8]2[C:17]3[C:12](=[CH:13][C:14]([S:18]([O:21]C4C(F)=C(F)C(F)=C(F)C=4F)(=O)=[O:19])=[CH:15][CH:16]=3)[N:11]=[CH:10][N:9]=2)=[C:4]([O:33][CH3:34])[CH:3]=1.[S:35]1[CH:39]=[N:38][N:37]=[C:36]1[NH2:40].ClC1C=C(C2C3C(=CC(S(OC4C(F)=C(F)C(F)=C(F)C=4F)(=O)=O)=CC=3)N=CN=2)C(OC)=CC=1C1C=CC=C(F)C=1.S1C(N)=NC=N1>>[Cl:1][C:2]1[CH:7]=[CH:6][C:5]([C:8]2[C:17]3[C:12](=[CH:13][C:14]([S:18]([NH:40][C:36]4[S:35][CH:39]=[N:38][N:37]=4)(=[O:21])=[O:19])=[CH:15][CH:16]=3)[N:11]=[CH:10][N:9]=2)=[C:4]([O:33][CH3:34])[CH:3]=1. Procedure details: The title compound was prepared in an analogous manner to that of EXAMPLE 521, except that perfluorophenyl 4-(4-chloro-2-methoxyphenyl)quinazoline-7-sulfonate and 1,3,4-thiadiazol-2-amine were used instead of perfluorophenyl 4-(2-chloro-3′-fluoro-5-methoxy-[1,1′-biphenyl]-4-yl)quinazoline-7-sulfonate and 1,2,4-thiadiazol-5-amine to afford 4-(4-chloro-2-methoxyphenyl)-N-(1,3,4-thiadiazol-2-yl)quinazoline-7-sulfonamide as a yellow solid. (ESI) 434.1 (M+H)+.